From a dataset of the Open Reaction Database (ORD), a public repository of structured organic reaction records. describe an organic reaction: reactants, conditions, products, and yield Reactants: COC1=NC(=NC(=C1)OC)OC(C(=O)O)C(C1=CC=CC=C1)(C1=CC=CC=C1)SC (2-(4,6-dimethoxy-2-pyrimidinyloxy)-3-methylthio-3,3-diphenylpropionic acid), C(C)(=O)O (acetic acid), OO (H2O2). Solvent: O (water). Conditions: time 8 hour. The product is COC1=NC(=NC(=C1)OC)OC(C(=O)O)C(C1=CC=CC=C1)(C1=CC=CC=C1)S(=O)C (2-(4,6-Dimethoxy-2-pyrimidinyloxy)-3-methylsulfinyl-3,3-diphenylpropionic acid). Reaction SMILES: [CH3:1][O:2][C:3]1[CH:8]=[C:7]([O:9][CH3:10])[N:6]=[C:5]([O:11][CH:12]([C:16]([S:29][CH3:30])([C:23]2[CH:28]=[CH:27][CH:26]=[CH:25][CH:24]=2)[C:17]2[CH:22]=[CH:21][CH:20]=[CH:19][CH:18]=2)[C:13]([OH:15])=[O:14])[N:4]=1.C(O)(=[O:33])C.OO>O>[CH3:10][O:9][C:7]1[CH:8]=[C:3]([O:2][CH3:1])[N:4]=[C:5]([O:11][CH:12]([C:16]([S:29]([CH3:30])=[O:33])([C:23]2[CH:28]=[CH:27][CH:26]=[CH:25][CH:24]=2)[C:17]2[CH:18]=[CH:19][CH:20]=[CH:21][CH:22]=2)[C:13]([OH:15])=[O:14])[N:6]=1. Procedure: 1.2 g (2.9 mmol) of 2-(4,6-dimethoxy-2-pyrimidinyloxy)-3-methylthio-3,3-diphenylpropionic acid were introduced into 15 ml of glacial acetic acid at 0° C. and 294 μl of 30% strength H2O2 were added dropwise. The mixture was stirred at room temperature overnight, poured into water, extracted with CH2Cl2 and washed with sodium thiosulfate solution and brine. After drying, 1 g of substance was isolated as a white foam. Reactants: CCn1cc2c(n1)c(Cl)nc1cc(OCc3ccccc3)ccc12, CO, N. Product: CCn1cc2c(n1)c(N)nc1cc(OCc3ccccc3)ccc12. RXN SMILES: [CH2:1]([c:2]1[cH:3][cH:4][cH:5][cH:6][cH:7]1)[O:8][c:9]1[cH:10][cH:11][c:12]2[c:13]3[c:14]([c:15]([Cl:19])[n:16][c:17]2[cH:18]1)[n:20][n:21]([CH2:23][CH3:24])[cH:22]3.[CH3:26][OH:27].[NH3:25]>>[CH2:1]([c:2]1[cH:3][cH:4][cH:5][cH:6][cH:7]1)[O:8][c:9]1[cH:10][cH:11][c:12]2[c:13]3[c:14]([c:15]([NH2:25])[n:16][c:17]2[cH:18]1)[n:20][n:21]([CH2:23][CH3:24])[cH:22]3. Reactants: O=C([O-])[O-], O=C(O)c1ccc(F)c([N+](=O)[O-])c1, [K+], [K+], CN(C)C=O, OCCS. Product: O=C(O)c1ccc(SCCO)c([N+](=O)[O-])c1. RXN SMILES: [C:18](=[O:19])([O-:20])[O-:21].[F:1][c:2]1[c:3]([N+:11](=[O:12])[O-:13])[cH:4][c:5]([C:6](=[O:7])[OH:8])[cH:9][cH:10]1.[K+:22].[K+:23].[O:24]=[CH:25][N:26]([CH3:27])[CH3:28].[SH:14][CH2:15][CH2:16][OH:17]>>[c:2]1([S:14][CH2:15][CH2:16][OH:17])[c:3]([N+:11](=[O:12])[O-:13])[cH:4][c:5]([C:6](=[O:7])[OH:8])[cH:9][cH:10]1. The reactants are C([O-])([O-])=O.[Ca+2] (calcium carbonate), [OH-].[Ca+2].[OH-] (calcium hydroxide), materials ( A ), [Ca] (calcium), [Ca] (calcium), B(O)(O)O (orthoboric acid). Solvent: C=1(C(=CC=CC1)C)C (xylene), CCCCCC (hexane). Run at temperature 60 celsius. Yields the product B([O-])([O-])[O-].[Ca+2].B([O-])([O-])[O-].[Ca+2].[Ca+2] (calcium borate). As a reaction SMILES: C(=O)([O-])[O-].[Ca+2:5].[Ca].[OH-].[Ca+2].[OH-].[B:10]([OH:13])([OH:12])[OH:11]>CCCCCC.C1(C)C(C)=CC=CC=1>[B:10]([O-:13])([O-:12])[O-:11].[Ca+2:5].[B:10]([O-:13])([O-:12])[O-:11].[Ca+2:5].[Ca+2:5] |f:0.1,3.4.5,9.10.11.12.13|. Procedure details: A solution or 323.2 g of a calcium carbonate overbased alkylsalicylate (TBN 205 mgKOH/g, calcium content; 8.5 wt. %) (the calcium content of this starting material being the same as the total calcium content of the starting materials (A) and (B) in Example 1 or in each of Comparative Examples 1 and 2) and 400 g of xylene were put in a 1000-ml four-necked flask fitted with a condenser and heated to 60° C. while agitating. To this mixture was added 43.4 g of orthoboric acid, and the resulting mixt... Reactants: CC(C)(C)OC(=O)N1CCCCC1CC(=O)NC1CCCc2cc(OS(=O)(=O)C(F)(F)F)ccc21, C=CCN1CCCCC1, CC#N, [K+], [K+], N#N, O=C([O-])[O-], O. Yields the product C=C(CN1CCCCC1)c1ccc2c(c1)CCCC2NC(=O)CC1CCCCN1C(=O)OC(C)(C)C. As a reaction SMILES: [C:1]([CH3:2])([CH3:3])([CH3:4])[O:5][C:6](=[O:7])[N:8]1[CH:9]([CH2:14][C:15]([NH:16][CH:17]2[CH2:18][CH2:19][CH2:20][c:21]3[cH:22][c:23]([O:27][S:28]([C:29]([F:30])([F:31])[F:32])(=[O:33])=[O:34])[cH:24][cH:25][c:26]32)=[O:35])[CH2:10][CH2:11][CH2:12][CH2:13]1.[CH2:44]([CH:45]=[CH2:46])[N:47]1[CH2:48][CH2:49][CH2:50][CH2:51][CH2:52]1.[CH3:53][C:54]#[N:55].[K+:38].[K+:39].[N:36]#[N:37].[O-:40][C:41]([O-:42])=[O:43].[OH2:56]>>[C:1]([CH3:2])([CH3:3])([CH3:4])[O:5][C:6](=[O:7])[N:8]1[CH:9]([CH2:14][C:15]([NH:16][CH:17]2[CH2:18][CH2:19][CH2:20][c:21]3[cH:22][c:23]([C:45]([CH2:44][N:47]4[CH2:48][CH2:49][CH2:50][CH2:51][CH2:52]4)=[CH2:46])[cH:24][cH:25][c:26]32)=[O:35])[CH2:10][CH2:11][CH2:12][CH2:13]1.